Task: describe an organic reaction: reactants, conditions, products, and yield. Dataset: the Open Reaction Database (ORD), a public repository of structured organic reaction records Reactants: BrC1=NC(=CC(=C1)S(=O)(=O)C1=CC=C(C=C1)N)Br (4-(2,6-dibromopyridine-4-sulphonyl)-phenylamine), CN(CCN)C (2dimethylaminoethylamine). Solvent: O1CCOCC1 (dioxane). Conditions: temperature 60 celsius, time 48 hour. Product: NC1=CC=C(C=C1)S(=O)(=O)C1=CC(=NC(=C1)Br)NCCN(C)C (N-[4-(4-aminobenzenesulphonyl)-6-bromopyridin-2-yl]-N',N'-dimethylethane-1,2-diamine). Yield: 84.0%. Reaction SMILES: Br[C:2]1[CH:7]=[C:6]([S:8]([C:11]2[CH:16]=[CH:15][C:14]([NH2:17])=[CH:13][CH:12]=2)(=[O:10])=[O:9])[CH:5]=[C:4]([Br:18])[N:3]=1.[CH3:19][N:20]([CH3:24])[CH2:21][CH2:22][NH2:23]>O1CCOCC1>[NH2:17][C:14]1[CH:15]=[CH:16][C:11]([S:8]([C:6]2[CH:5]=[C:4]([Br:18])[N:3]=[C:2]([NH:23][CH2:22][CH2:21][N:20]([CH3:24])[CH3:19])[CH:7]=2)(=[O:10])=[O:9])=[CH:12][CH:13]=1. Procedure details: 0.098 g (0.00025 mol) of 4-(2,6-dibromopyridine-4-sulphonyl)-phenylamine was dissolved in 3 ml of dioxane and treated with 0.27 ml of 2dimethylaminoethylamine. The mixture was stirred at 60° C. for 48 hrs., the solvent was removed and the residue was chromatographed on silica gel with 2% methanol in dichloromethane. There was obtained 0.084 g (84%) of N-[4-(4-aminobenzenesulphonyl)-6-bromopyridin-2-yl]-N',N'-dimethylethane-1,2-diamine as a light yellow, amorphous solid. MS (ISP): me/e =401, 399 ... Run at time 17 hour. Yields the product C1(=CC=C(C=C1)NC(=NC1=CC=C(C=C1)C)ON1C(CC(CC1(C)C)OC(C1=CC=CC=C1)=O)(C)C)C (benzoic acid 1-(N,N′-di-p-tolyl-carbamimidoyloxy)-2,2,6,6-tetramethyl-piperidin-4-yl ester). Starting materials: ON1C(CC(CC1(C)C)OC(C1=CC=CC=C1)=O)(C)C (1-Hydroxy-4-benzoyloxy-2,2,6,6-tetramethylpiperidine), C1(=CC=C(C=C1)N=C=NC1=CC=C(C=C1)C)C (di-p-tolylcarbodiimide). The solvent is C1CCOC1 (THF). The yield is 63.3%. Reported procedure: 1-Hydroxy-4-benzoyloxy-2,2,6,6-tetramethylpiperidine (5.75 g, 20.7 mmol) [prepared as described in Example 6] and di-p-tolylcarbodiimide (4.8 g, 21.6 mmol) are dissolved in THF (40 ml) and the solution is stirred at room temperature for 17 hours. The solvent is evaporated and the residue is chromatographed on silica gel with hexane-ethyl acetate (9:1). The pure fractions are recrystallized from acetonitrile to afford 6.55 g of the title compound as a colorless solid, mp. 124-128° C. As a reaction SMILES: [OH:1][N:2]1[C:7]([CH3:9])([CH3:8])[CH2:6][CH:5]([O:10][C:11](=[O:18])[C:12]2[CH:17]=[CH:16][CH:15]=[CH:14][CH:13]=2)[CH2:4][C:3]1([CH3:20])[CH3:19].[C:21]1([CH3:37])[CH:26]=[CH:25][C:24]([N:27]=[C:28]=[N:29][C:30]2[CH:35]=[CH:34][C:33]([CH3:36])=[CH:32][CH:31]=2)=[CH:23][CH:22]=1>C1COCC1>[C:33]1([CH3:36])[CH:34]=[CH:35][C:30]([NH:29][C:28]([O:1][N:2]2[C:7]([CH3:9])([CH3:8])[CH2:6][CH:5]([O:10][C:11](=[O:18])[C:12]3[CH:17]=[CH:16][CH:15]=[CH:14][CH:13]=3)[CH2:4][C:3]2([CH3:20])[CH3:19])=[N:27][C:24]2[CH:23]=[CH:22][C:21]([CH3:37])=[CH:26][CH:25]=2)=[CH:31][CH:32]=1. Reactants: CC(Nc1ccc(C=O)cc1)=O, CC1=CN=C(C=C1)N, [C-]#[N+]C1CCCCC1. Reagents/catalysts: O=C(O)C(F)(F)F (trifluoroacetic acid). Run in CC(C)O (isopropyl alcohol), CC(C)O (isopropylalcohol). Run at temperature 22 celsius, time 20 hour. Product: CC(Nc1ccc(cc1)c1c(NC2CCCCC2)n2cc(C)ccc2n1)=O. The yield is 8.2%. Reaction SMILES: CC1=CC=C(N)N=C1.[C-]#[N+]C1CCCCC1.CC(=O)NC1=CC=C(C=O)C=C1>>CC(=O)NC1=CC=C(C=C1)C1=C(NC2CCCCC2)N2C=C(C)C=CC2=N1. Reactants: O (water), [H-].[Na+] (sodium hydride), COC1=CC(=C(C#N)C=C1)[N+](=O)[O-] (4-methoxy-2-nitro-benzonitrile), CC(C)=NO (acetone oxime). The solvent is CN(C)C=O (DMF). Run at time 30 minute. Product: COC1=CC(=C(C#N)C=C1)ON=C(C)C (4-methoxy-2-[[(1-methylethylidene)-amino]oxy]benzonitrile). The yield is 87.2%. Reaction SMILES: [CH3:1][C:2](=[N:4][OH:5])[CH3:3].[H-].[Na+].[CH3:8][O:9][C:10]1[CH:17]=[CH:16][C:13]([C:14]#[N:15])=[C:12]([N+]([O-])=O)[CH:11]=1.O>CN(C=O)C>[CH3:8][O:9][C:10]1[CH:17]=[CH:16][C:13]([C:14]#[N:15])=[C:12]([O:5][N:4]=[C:2]([CH3:3])[CH3:1])[CH:11]=1 |f:1.2|. Reported procedure: In 20 ml of DMF was dissolved acetone oxime (0.74 g), followed by sodium hydride (0.30 g). After this mixture had stirred for 30 minutes, 4-methoxy-2-nitro-benzonitrile (1.50 g) was added. After an additional 30 minutes the reaction was poured into water (500 ml) and filtered. The solid was collected and dissolved in DCM (250 ml), dried (MgSO4), and concentrated in vacuo. The resulting solid was recrystallized from ethanol to yield 1.5 g of 4-methoxy-2-[[(1-methylethylidene)-amino]oxy]benzonitri... Starting materials: CNC(=O)C1CCN(CC1)CC1=CC=2N=C(N=C(C2S1)N1CCOCC1)Cl (1-(2-Chloro-4-morpholin-4-yl-thieno[3,2-d]pyrimidin-6-ylmethyl)-piperidine-4-carboxylic acid methylamide), CC1(OB(OC1(C)C)C=1C=NC(=NC1)N)C (5-(4,4,5,5-tetramethyl-[1,3,2]dioxaborolan-2-yl)-pyrimidin-2-ylamine). Yields the product NC1=NC=C(C=N1)C=1N=C(C2=C(N1)C=C(S2)CN2CCC(CC2)C(=O)NC)N2CCOCC2 (1-((2-(2-aminopyrimidin-5-yl)-4-morpholinothieno[3,2-d]pyrimidin-6-yl)methyl)-N-methylpiperidine-4-carboxamide). RXN SMILES: [CH3:1][NH:2][C:3]([CH:5]1[CH2:10][CH2:9][N:8]([CH2:11][C:12]2[S:20][C:19]3[C:18]([N:21]4[CH2:26][CH2:25][O:24][CH2:23][CH2:22]4)=[N:17][C:16](Cl)=[N:15][C:14]=3[CH:13]=2)[CH2:7][CH2:6]1)=[O:4].CC1(C)C(C)(C)OB([C:36]2[CH:37]=[N:38][C:39]([NH2:42])=[N:40][CH:41]=2)O1>>[NH2:42][C:39]1[N:40]=[CH:41][C:36]([C:16]2[N:17]=[C:18]([N:21]3[CH2:26][CH2:25][O:24][CH2:23][CH2:22]3)[C:19]3[S:20][C:12]([CH2:11][N:8]4[CH2:9][CH2:10][CH:5]([C:3]([NH:2][CH3:1])=[O:4])[CH2:6][CH2:7]4)=[CH:13][C:14]=3[N:15]=2)=[CH:37][N:38]=1. Procedure: 1-(2-Chloro-4-morpholin-4-yl-thieno[3,2-d]pyrimidin-6-ylmethyl)-piperidine-4-carboxylic acid methylamide (Example 25) was reacted with 5-(4,4,5,5-tetramethyl-[1,3,2]dioxaborolan-2-yl)-pyrimidin-2-ylamine in General Procedure A. Purification on silica yielded 115. NMR (CDCl3): 1.85-1.89 (m, 4H, 2×CH2), 2.08-2.18 (m, 3H, CH2+CH), 2.84 (d, 3H, CH3, J=4.8 Hz), 3.04 (m, 2H, CH2), 3.83 (s, 2H, CH2), 3.90-3.92 (m, 4H, 2×CH2), 4.04-4.06 (m, 4H, 2×CH2), 5.22 (s, 2H, NH2), 5.45 (sbr, H, NH), 7.26 (s, H, A... The reactants are Cl.ClC1=CC=C(CN(N)C2=C(C=CC=C2)F)C=C1 (1-(4-chlorobenzyl)-1-(2-fluorophenyl)hydrazine hydrochloride), CCOC(=O)CC1CCCCC1=O (ethyl 2-cyclohexanone acetate). Yields the product ClC1=CC=C(CN2C3=C(C=CC=C3C=3CCCC(C23)CC(=O)OCC)F)C=C1 (Ethyl 9-p-chlorobenzyl-8-fluoro-1,2,3,4-tetrahydrocarbazol-1-yl-acetate). Reaction SMILES: Cl.[Cl:2][C:3]1[CH:18]=[CH:17][C:6]([CH2:7][N:8]([C:10]2[CH:15]=[CH:14][CH:13]=[CH:12][C:11]=2[F:16])N)=[CH:5][CH:4]=1.[CH3:19][CH2:20][O:21][C:22]([CH2:24][CH:25]1[C:30](=O)[CH2:29][CH2:28][CH2:27][CH2:26]1)=[O:23]>>[Cl:2][C:3]1[CH:18]=[CH:17][C:6]([CH2:7][N:8]2[C:26]3[CH:25]([CH2:24][C:22]([O:21][CH2:20][CH3:19])=[O:23])[CH2:30][CH2:29][CH2:28][C:27]=3[C:15]3[C:10]2=[C:11]([F:16])[CH:12]=[CH:13][CH:14]=3)=[CH:5][CH:4]=1 |f:0.1|. Procedure details: Following the procedure of Example 1, but using 1-(4-chlorobenzyl)-1-(2-fluorophenyl)hydrazine hydrochloride and ethyl 2-cyclohexanone acetate as starting materials, the title compound was prepared. The reactants are CN=C=O, CC#N, COc1ccc(N)cc1NC(=O)NC(=O)c1cc(F)c(F)cc1Cl. Product: CNC(=O)Nc1ccc(OC)c(NC(=O)NC(=O)c2cc(F)c(F)cc2Cl)c1. As a reaction SMILES: [CH3:25][N:26]=[C:27]=[O:28].[CH3:29][C:30]#[N:31].[NH2:1][c:2]1[cH:3][cH:4][c:5]([O:23][CH3:24])[c:6]([NH:8][C:9](=[O:10])[NH:11][C:12]([c:13]2[c:14]([Cl:21])[cH:15][c:16]([F:20])[c:17]([F:19])[cH:18]2)=[O:22])[cH:7]1>>[NH:1]([c:2]1[cH:3][cH:4][c:5]([O:23][CH3:24])[c:6]([NH:8][C:9](=[O:10])[NH:11][C:12]([c:13]2[c:14]([Cl:21])[cH:15][c:16]([F:20])[c:17]([F:19])[cH:18]2)=[O:22])[cH:7]1)[C:27]([NH:26][CH3:25])=[O:28]. Reactants: C1CCOC1, COc1ccc(P2(=S)SP(=S)(c3ccc(OC)cc3)S2)cc1, [Na+], O=C([O-])O, NC(=O)C1CCOCC1. Yields the product NC(=S)C1CCOCC1. Reaction SMILES: [CH2:37]1[O:38][CH2:39][CH2:40][CH2:41]1.[CH3:10][O:11][c:12]1[cH:13][cH:14][c:15]([P:16]2(=[S:19])[S:17][P:18]([c:20]3[cH:21][cH:22][c:23]([O:24][CH3:25])[cH:26][cH:27]3)(=[S:28])[S:29]2)[cH:30][cH:31]1.[Na+:36].[O-:32][C:33]([OH:34])=[O:35].[O:1]1[CH2:2][CH2:3][CH:4]([C:7](=[O:8])[NH2:9])[CH2:5][CH2:6]1>>[O:1]1[CH2:2][CH2:3][CH:4]([C:7]([NH2:9])=[S:19])[CH2:5][CH2:6]1.